describe an organic reaction: reactants, conditions, products, and yield From a dataset of the Open Reaction Database (ORD), a public repository of structured organic reaction records. The reactants are COC=1C=C(C(=O)OC2=C(C=CC=C2)C(C)=O)C=C(C1OC)[N+](=O)[O-] (o-acetylphenyl 3,4-dimethoxy-5-nitrobenzoate), C(C)(=O)[O-].[Na+] (sodium acetate), ice water. Solvent: C(C)(=O)O (acetic acid). Reaction conditions: time 4 hour. Yields the product COC=1C=C(C=C(C1OC)[N+](=O)[O-])C=1OC2=C(C(C1)=O)C=CC=C2 (2-(3,4-dimethoxy-5-nitrophenyl)-4H-1-benzopyran-4-one). RXN SMILES: [CH3:1][O:2][C:3]1[CH:4]=[C:5]([CH:18]=[C:19]([N+:23]([O-:25])=[O:24])[C:20]=1[O:21][CH3:22])[C:6]([O:8][C:9]1[CH:14]=[CH:13][CH:12]=[CH:11][C:10]=1[C:15](=[O:17])[CH3:16])=O.C([O-])(=O)C.[Na+]>C(O)(=O)C>[CH3:1][O:2][C:3]1[CH:4]=[C:5]([C:6]2[O:8][C:9]3[CH:14]=[CH:13][CH:12]=[CH:11][C:10]=3[C:15](=[O:17])[CH:16]=2)[CH:18]=[C:19]([N+:23]([O-:25])=[O:24])[C:20]=1[O:21][CH3:22] |f:1.2|. Procedure details: A solution of 2.0 g of o-acetylphenyl 3,4-dimethoxy-5-nitrobenzoate in 12.5 ml of glacial acetic acid is treated with 0.94 g of sodium acetate and held at the reflux temperature for 4 hours. After cooling the mixture is poured into ice-water. The separated crystals are filtered under suction. After recrystallization from ethyl acetate/hexane there is obtained 2-(3,4-dimethoxy-5-nitrophenyl)-4H-1-benzopyran-4-one in the form of colorless crystals of m.p. 216°-217°. Yields the product NCC=1C(=NC=2N(C1N)N=C1C2CSC1)C1=C(C=C(C=C1C)C)C (3-(Aminomethyl)-2-mesityl-7H,9H-thieno[3′,4′:3,4]pyrazolo[1,5-a]pyrimidin-4-amine). Starting materials: Cl (hydrochloric acid), NC1=C(C(=NC=2N1N=C1C2CSC1)C1=C(C=C(C=C1C)C)C)C#N (4-Amino-2-mesityl-7H,9H-thieno[3′,4′:3,4]pyrazolo[1,5-a]pyrimidine-3-carbonitrile), CO (methanol). As a reaction SMILES: [NH2:1][C:2]1[N:7]2[N:8]=[C:9]3[CH2:13][S:12][CH2:11][C:10]3=[C:6]2[N:5]=[C:4]([C:14]2[C:19]([CH3:20])=[CH:18][C:17]([CH3:21])=[CH:16][C:15]=2[CH3:22])[C:3]=1[C:23]#[N:24].Cl.CO>O1CCCC1>[NH2:24][CH2:23][C:3]1[C:4]([C:14]2[C:15]([CH3:22])=[CH:16][C:17]([CH3:21])=[CH:18][C:19]=2[CH3:20])=[N:5][C:6]2[N:7]([N:8]=[C:9]3[CH2:13][S:12][CH2:11][C:10]=23)[C:2]=1[NH2:1]. Reported procedure: A suspension of 81 mg (0.24 mmol) of 4-amino-2-mesityl-7H,9H-thieno[3′,4′:3,4]pyrazolo[1,5-a]pyrimidine-3-carbonitrile from Step A in 1.2 mL of anhydrous tetrahydrofuran was stirred under nitrogen in an ultrasound bath as 1.2 mL (1.2 mmol) of 1M borane-tetrahydrofuran complex in tetrahydrofuran was added gradually by syringe. The mixture was stirred overnight with intermittent sonication. Next, the mixture was quenched by cautious gradual addition of 0.36 mL (4.32 mmol) of concentrated hydrochlo... Run in O1CCCC1 (tetrahydrofuran), O1CCCC1 (tetrahydrofuran). Run at temperature 80 celsius, time 8 hour. Reactants: [H-].[Na+] (Sodium hydride), BrC=1C=NC=C(C1C=NNC)Br (3,5-dibromo-4-[(2-methylhydrazinylidene)methyl]pyridine), [H-].[Na+] (sodium hydride). The solvent is O1CCCC1 (tetrahydrofuran). Reaction conditions: time 90 hour. Product: BrC1=C2C(=CN=C1)N(N=C2)C (4-bromo-1-methyl-1H-pyrazolo[3,4-c]pyridine). As a reaction SMILES: [H-].[Na+].[Br:3][C:4]1[CH:5]=[N:6][CH:7]=[C:8](Br)[C:9]=1[CH:10]=[N:11][NH:12][CH3:13]>O1CCCC1>[Br:3][C:4]1[CH:5]=[N:6][CH:7]=[C:8]2[N:12]([CH3:13])[N:11]=[CH:10][C:9]=12 |f:0.1|. Procedure: Sodium hydride (60% in mineral oil, 0.524 g, 13.1 mmol) was added to a solution of C7 (3.20 g, 10.9 mmol) in tetrahydrofuran (20 mL), and the reaction mixture was heated at reflux for 1.5 hours, then allowed to sit at room temperature for 90 hours. Additional sodium hydride (1 equivalent) was added, and the reaction mixture was heated at reflux for 3 hours. After cooling to room temperature, the mixture was quenched with water, diluted with saturated aqueous sodium chloride solution, and extract... The reactants are C(=O)([O-])[O-].[K+].[K+] (K2CO3), BrCC(=O)OC (methyl bromoacetate), OC1=CC=C(C(=O)C2=CC=C(C=C2)OC)C=C1 (4-hydroxy-4'-methoxybenzophenone). The solvent is CC(=O)C (acetone). Conditions: time 2 day. The product is COC1=CC=C(C(=O)C2=CC=C(OCC(=O)OC)C=C2)C=C1 (Methyl 4-(4-methoxybenzoyl)-phenoxyacetate). As a reaction SMILES: [OH:1][C:2]1[CH:17]=[CH:16][C:5]([C:6]([C:8]2[CH:13]=[CH:12][C:11]([O:14][CH3:15])=[CH:10][CH:9]=2)=[O:7])=[CH:4][CH:3]=1.C([O-])([O-])=O.[K+].[K+].Br[CH2:25][C:26]([O:28][CH3:29])=[O:27]>CC(C)=O>[CH3:15][O:14][C:11]1[CH:12]=[CH:13][C:8]([C:6]([C:5]2[CH:16]=[CH:17][C:2]([O:1][CH2:25][C:26]([O:28][CH3:29])=[O:27])=[CH:3][CH:4]=2)=[O:7])=[CH:9][CH:10]=1 |f:1.2.3|. Procedure details: 29.1 g of 4-hydroxy-4'-methoxybenzophenone (R. Martin et al., Monatsh, Chemie 110, 1057-1066 (1979)) are dissolved in 400 ml of dry acetone. Then, while stirring, 19.3 g of finely powdered K2CO3 and 16 ml of methyl bromoacetate are added, and the mixture is stirred at room temperature. The reaction is complete after 2 days. The precipitated mixture of salt and substance is filtered off with suction, and the filtrate is concentrated. Both residues are suspended in water, and the pH is adjusted to... Starting materials: CC1=NOC(=N1)[C@@H](C)NC(=O)C1=CC=C2C(=NN(C2=C1)C1=CC=C(C=C1)C)C(=C)C (N-[(1R)-1-(3-methyl-1,2,4-oxadiazol-5-yl)ethyl]-1-(4-methylphenyl)-3-(prop-1-en-2-yl)-1H-indazole-6-carboxamide), CC(=O)C (acetone), C[N+]1(CCOCC1)[O-] (N-methylmorpholine oxide). Reagents/catalysts: [Os](=O)(=O)(=O)=O (Osmium tetroxide). Yield: 74.7%. Product: OCC(C)(O)C1=NN(C2=CC(=CC=C12)C(=O)N[C@H](C)C1=NC(=NO1)C)C1=CC=C(C=C1)C (3-(1,2-Dihydroxypropan-2-yl)-N-[(1R)-1-(3-methyl-1,2,4-oxadiazol-5-yl)ethyl]-1-(4-methylphenyl)-1H-indazole-6-carboxamide). As a reaction SMILES: [CH3:1][C:2]1[N:6]=[C:5]([C@H:7]([NH:9][C:10]([C:12]2[CH:20]=[C:19]3[C:15]([C:16](C(C)=C)=[N:17][N:18]3[C:21]3[CH:26]=[CH:25][C:24]([CH3:27])=[CH:23][CH:22]=3)=[CH:14][CH:13]=2)=[O:11])[CH3:8])[O:4][N:3]=1.C[N+]1([O-])CC[O:35]CC1.[CH3:39][C:40]([CH3:42])=[O:41]>O.[Os](=O)(=O)(=O)=O>[OH:35][CH2:39][C:40]([C:16]1[C:15]2[C:19](=[CH:20][C:12]([C:10]([NH:9][C@@H:7]([C:5]3[O:4][N:3]=[C:2]([CH3:1])[N:6]=3)[CH3:8])=[O:11])=[CH:13][CH:14]=2)[N:18]([C:21]2[CH:26]=[CH:25][C:24]([CH3:27])=[CH:23][CH:22]=2)[N:17]=1)([OH:41])[CH3:42]. Solvent: O (water). Conditions: time 2.5 hour. Reported procedure: N-[(1R)-1-(3-methyl-1,2,4-oxadiazol-5-yl)ethyl]-1-(4-methylphenyl)-3-(prop-1-en-2-yl)-1H-indazole-6-carboxamide (40.6 mg, 0.101 mmol) was dissolved in acetone (919 μl)/water (92 μl). N-methylmorpholine oxide (15.2 mg, 0.130 mmol) was added. Osmium tetroxide (2.5% in n-butanol, 32 μl, 2.55 mmol) was added. The reaction mixture was stirred at room temperature for 2.5 h. The reaction was stopped, quenched by addition of saturated aqueous sodium sulfite (5 mL), and extracted with ethyl acetate (3×10... Starting materials: FC=1C=C(C=CC1F)OC (3,4-Difluoroanisole), C(C)(C)[N-]C(C)C.[Li+] (lithium diisopropylamide), TBF n-heptane, C(C)(=O)O (Acetic acid), O (water). Run in C1CCOC1 (THF), C1CCOC1 (THF). Reaction conditions: temperature -75 celsius, time 1 hour. Yields the product FC1=C(C=O)C(=CC=C1F)OC (2,3-Difluoro-6-methoxybenzaldehyde). The yield is 95.0%. Reaction SMILES: C([N-]C(C)C)(C)C.[Li+].[F:9][C:10]1[CH:11]=[C:12]([O:17][CH3:18])[CH:13]=[CH:14][C:15]=1[F:16].[C:19](O)(=[O:21])C.O>C1COCC1>[F:9][C:10]1[C:15]([F:16])=[CH:14][CH:13]=[C:12]([O:17][CH3:18])[C:11]=1[CH:19]=[O:21] |f:0.1|. Procedure: A solution of lithium diisopropylamide, 2M in TBF/n-heptane (171 mL, 341 mmol) was further diluted with dry THF (250 mL) and cooled under nitrogen to −75° C. 3,4-Difluoroanisole (46.8 g, 325 mmol) in dry THF (100 mL) was added dropwise and the mixture stirred at −75° C. for 1 h. Dry N,N-dimethylformnamide (27.6 mL, 358 mmol) was added dropwise and the mixture stirred for 10 mins at −70° C. Acetic acid (30 mL) and water (400 mL) were added, warming the temperature to 10° C. Extracted into diethyl... Reactants: [BH4-].[Na+] (NaBH4), OO (H2O2), C(C)(=O)O[C@@H](CN1CC=C(CC1)CCOC(C1=CC=CC=C1)C1=CC=CC=C1)C1=CC=C(C=C1)F ((R)-2-(4-(2-(benzhydryloxy)ethyl)-5,6-dihydropyridin-1(2H)-yl)-1-(4-fluorophenyl)-ethyl acetate), [OH-].[Na+] (NaOH). Solvent: C(C)O (ethanol), C1CCOC1 (THF), O (water). Product: C(C)(=O)O[C@@H](CN1CC(C(CC1)CCOC(C1=CC=CC=C1)C1=CC=CC=C1)O)C1=CC=C(C=C1)F ((1R)-2-(4-(2-(benzhydryloxy)ethyl)-3-hydroxypiperidin-1-yl)-1-(4-fluo-rophenyl)ethyl acetate). RXN SMILES: [BH4-].[Na+].[C:3]([O:6][C@H:7]([C:31]1[CH:36]=[CH:35][C:34]([F:37])=[CH:33][CH:32]=1)[CH2:8][N:9]1[CH2:14][CH2:13][C:12]([CH2:15][CH2:16][O:17][CH:18]([C:25]2[CH:30]=[CH:29][CH:28]=[CH:27][CH:26]=2)[C:19]2[CH:24]=[CH:23][CH:22]=[CH:21][CH:20]=2)=[CH:11][CH2:10]1)(=[O:5])[CH3:4].[OH-:38].[Na+].OO>C(O)C.O.C1COCC1>[C:3]([O:6][C@H:7]([C:31]1[CH:36]=[CH:35][C:34]([F:37])=[CH:33][CH:32]=1)[CH2:8][N:9]1[CH2:14][CH2:13][CH:12]([CH2:15][CH2:16][O:17][CH:18]([C:25]2[CH:26]=[CH:27][CH:28]=[CH:29][CH:30]=2)[C:19]2[CH:24]=[CH:23][CH:22]=[CH:21][CH:20]=2)[CH:11]([OH:38])[CH2:10]1)(=[O:5])[CH3:4] |f:0.1,3.4|. Procedure: With reference to FIG. 8, general procedure II was used. The quantities of the chemicals in order of addition are as follows: NaBH4 (0.029 g, 0.762 mmol), THF (10 ml), BF3-ether complex (0.1 ml, 0.81 mmol), (R)-2-(4-(2-(benzhydryloxy)ethyl)-5,6-dihydropyridin-1(2H)-yl)-1-(4-fluorophenyl)ethyl acetate 7c (0.180 g, 0.38 mmol), water (0.3 ml), ethanol (0.4 ml), 3N NaOH (0.3 ml) and 30% H2O2 (0.2 ml, 1.9 mmol). Starting materials: CCCC[N+](CCCC)(CCCC)CCCC, CC(C)[Si](C(C)C)(C(C)C)n1ccc2cc(Cl)cnc21, [F-], C1CCOC1. Yields the product Clc1cnc2[nH]ccc2c1. RXN SMILES: [CH2:22]([N+:23]([CH2:24][CH2:25][CH2:26][CH3:27])([CH2:28][CH2:29][CH2:30][CH3:31])[CH2:32][CH2:33][CH2:34][CH3:35])[CH2:36][CH2:37][CH3:38].[Cl:1][c:2]1[cH:3][c:4]2[c:5]([n:6][cH:7]1)[n:8]([Si:11]([CH:12]([CH3:13])[CH3:14])([CH:15]([CH3:16])[CH3:17])[CH:18]([CH3:19])[CH3:20])[cH:9][cH:10]2.[F-:21].[O:39]1[CH2:40][CH2:41][CH2:42][CH2:43]1>>[Cl:1][c:2]1[cH:3][c:4]2[c:5]([n:6][cH:7]1)[nH:8][cH:9][cH:10]2. Conditions: time 30 minute. Starting materials: CN(C=O)C (dimethylformamide), ClC1=CC=C(C=C1)S(=O)(=O)N[C@H](C)C1=NN=C(N1CC)S(=O)(=O)C (4-chloro-N-{(1R)-1-[4-ethyl-5-(methylsulfonyl)-4H-1,2,4-triazol-3-yl]ethyl}benzenesulfonamide), ClC1=CC=C(C=C1)S(=O)(=O)N[C@H](C)C1=NN=C(N1CC)S(=O)(=O)C (4-chloro-N-{(1R)-1-[4-ethyl-5-(methylsulfonyl)-4H-1,2,4-triazol-3-yl]ethyl}benzenesulfonamide), [H-].[Na+] (Sodium hydride), [Cl-].[NH4+] (ammonium chloride), C(CC)O (n-propanol). Procedure details: Sodium hydride (12 mg) was added, while cooled with ice, to a dimethylformamide (1.2 ml) solution of the 4-chloro-N-{(1R)-1-[4-ethyl-5-(methylsulfonyl)-4H-1,2,4-triazol-3-yl]ethyl}benzenesulfonamide (Compound 182) (47 mg) obtained in Example 5 and n-propanol (0.027 ml). The mixture was stirred for 30 minutes at room temperature, and then stirred for 2 hours at 100° C. After the reaction mixture was cooled to room temperature, it was added to a saturated aqueous solution (5 ml) of ammonium chlori... Product: ClC1=CC=C(C=C1)S(=O)(=O)N[C@H](C)C1=NN=C(N1CC)OCCC (4-Chloro-N-[(1R)-1-(4-ethyl-5-propoxy-4H-1,2,4-triazol-3-yl)ethyl]benzenesulfonamide). Reaction SMILES: [H-].[Na+].CN(C)C=O.[Cl:8][C:9]1[CH:14]=[CH:13][C:12]([S:15]([NH:18][C@@H:19]([C:21]2[N:25]([CH2:26][CH3:27])[C:24](S(C)(=O)=O)=[N:23][N:22]=2)[CH3:20])(=[O:17])=[O:16])=[CH:11][CH:10]=1.[Cl-].[NH4+].[CH2:34]([OH:37])[CH2:35][CH3:36]>>[Cl:8][C:9]1[CH:14]=[CH:13][C:12]([S:15]([NH:18][C@@H:19]([C:21]2[N:25]([CH2:26][CH3:27])[C:24]([O:37][CH2:34][CH2:35][CH3:36])=[N:23][N:22]=2)[CH3:20])(=[O:17])=[O:16])=[CH:11][CH:10]=1 |f:0.1,4.5|.